This data is from the Open Reaction Database (ORD), a public repository of structured organic reaction records. The task is: describe an organic reaction: reactants, conditions, products, and yield Starting materials: S(O)(O)(=O)=O (sulfuric acid), COC(=O)[C@H](CC=1C=CC=CC1)NC(=O)[C@H](CC(=O)O)N (aspartame). Yields the product COC(=O)[C@H](CC=1C=CC=CC1)NC(=O)[C@H](CC(=O)O)N.S(=O)(=O)([O-])[O-] (aspartame sulfate). As a reaction SMILES: [S:1](=[O:5])(=[O:4])([OH:3])[OH:2].[CH3:6][O:7][C:8]([C@@H:10]([NH:18][C:19]([C@@H:21]([NH2:26])[CH2:22][C:23]([OH:25])=[O:24])=[O:20])[CH2:11][C:12]1[CH:13]=[CH:14][CH:15]=[CH:16][CH:17]=1)=[O:9]>>[CH3:6][O:7][C:8]([C@@H:10]([NH:18][C:19]([C@@H:21]([NH2:26])[CH2:22][C:23]([OH:25])=[O:24])=[O:20])[CH2:11][C:12]1[CH:17]=[CH:16][CH:15]=[CH:14][CH:13]=1)=[O:9].[S:1]([O-:5])([O-:4])(=[O:3])=[O:2] |f:2.3|. Procedure details: Empty capsule and tablet unit dose blisters having five small holes drilled on both the top and bottom of each blister were utilized as the dispensing means. An aspartame sulfate solution was prepared by dissolving 1.66 g of sulfuric acid (96%) and 10.0 g of aspartame (96% pure) in 20 mls. warm distilled water. The aqueous solution was added to 250 mls. of ethanol preheated to 60° C. Reactants: O=C([O-])[O-], CC#N, [K+], [K+], c1ccc(NC2CCNC2)cc1, Cc1ccc(S(=O)(=O)OCCc2ccc(F)cc2)cc1. Yields the product Fc1ccc(CCN2CCC(Nc3ccccc3)C2)cc1. As a reaction SMILES: [C:33](=[O:34])([O-:35])[O-:36].[CH3:39][C:40]#[N:41].[K+:37].[K+:38].[NH:1]([c:2]1[cH:3][cH:4][cH:5][cH:6][cH:7]1)[CH:8]1[CH2:9][NH:10][CH2:11][CH2:12]1.[c:13]1([CH3:14])[cH:15][cH:16][c:17]([S:18]([O:19][CH2:23][CH2:24][c:25]2[cH:26][cH:27][c:28]([F:31])[cH:29][cH:30]2)(=[O:20])=[O:21])[cH:22][cH:32]1>>[NH:1]([c:2]1[cH:3][cH:4][cH:5][cH:6][cH:7]1)[CH:8]1[CH2:9][N:10]([CH2:23][CH2:24][c:25]2[cH:26][cH:27][c:28]([F:31])[cH:29][cH:30]2)[CH2:11][CH2:12]1. Starting materials: Cc1ccccc1, CNCCNC, [Cu]I, OCc1cccc(I)c1, [K+], [K+], [K+], O=C1CCCN1, O=P([O-])([O-])[O-]. The product is O=C1CCCN1c1cccc(CO)c1. Reaction SMILES: [CH3:32][c:33]1[cH:34][cH:35][cH:36][cH:37][cH:38]1.[CH3:9][NH:10][CH2:11][CH2:12][NH:13][CH3:14].[Cu:30][I:31].[I:15][c:16]1[cH:17][c:18]([CH2:19][OH:20])[cH:21][cH:22][cH:23]1.[K+:6].[K+:7].[K+:8].[NH:24]1[C:25](=[O:29])[CH2:26][CH2:27][CH2:28]1.[P:1]([O-:2])([O-:3])([O-:4])=[O:5]>>[c:16]1([N:24]2[C:25](=[O:29])[CH2:26][CH2:27][CH2:28]2)[cH:17][c:18]([CH2:19][OH:20])[cH:21][cH:22][cH:23]1. Starting materials: [H-].[Al+3].[Li+].[H-].[H-].[H-] (lithium aluminum hydride), [OH-].[Na+] (sodium hydroxide), C(C)(C)(C)C=1C=C(C=C(C1O)C(C)(C)C)C=1SC=C(N1)CC(=O)OCC (2-(3,5-di-t-butyl-4-hydroxyphenyl)-4-carbethoxymethylthiazole), O (Water), O (H2O), O (water). Run in O1CCCC1 (tetrahydrofuran). Yields the product C(C)(C)(C)C=1C=C(C=C(C1O)C(C)(C)C)C=1SC=C(N1)CCO (2-(3,5-di-t-butyl-4-hydroxyphenyl)-4-(2-hydroxyethyl)thiazole). The yield is 99.4%. As a reaction SMILES: [C:1]([C:5]1[CH:6]=[C:7]([C:16]2[S:17][CH:18]=[C:19]([CH2:21][C:22](OCC)=[O:23])[N:20]=2)[CH:8]=[C:9]([C:12]([CH3:15])([CH3:14])[CH3:13])[C:10]=1[OH:11])([CH3:4])([CH3:3])[CH3:2].[H-].[Al+3].[Li+].[H-].[H-].[H-].O.[OH-].[Na+]>O1CCCC1>[C:12]([C:9]1[CH:8]=[C:7]([C:16]2[S:17][CH:18]=[C:19]([CH2:21][CH2:22][OH:23])[N:20]=2)[CH:6]=[C:5]([C:1]([CH3:4])([CH3:3])[CH3:2])[C:10]=1[OH:11])([CH3:13])([CH3:14])[CH3:15] |f:1.2.3.4.5.6,8.9|. Procedure: The compound of Step D 5.0 g (13.33 mmole), was dissolved in 95 ml tetrahydrofuran with stirring, under nitrogen. Solid lithium aluminum hydride, 760 mg (20 mmole), was cautiously added. There was much bubbling. The mixture was stirred under nitrogen for 1 hour. Water, 0.76 ml H2O, was cautiously added followed by 0.76 ml 15% sodium hydroxide, followed by 2.3 ml water. The inorganics were filtered off and the filtrate was stripped, dissolved in ethyl acetate, washed once with 1 N hydrochloric ac...